Dataset: the Open Reaction Database (ORD), a public repository of structured organic reaction records. Task: describe an organic reaction: reactants, conditions, products, and yield Reactants: S=C=NCCCl, [H-], [Na+], C1CCOC1, O=C1Nc2ccccc2C1=Cc1cccs1. The product is O=C1C(=Cc2cccs2)c2ccccc2N1C1=NCCS1. As a reaction SMILES: [Cl:19][CH2:20][CH2:21][N:22]=[C:23]=[S:24].[H-:2].[Na+:1].[O:25]1[CH2:26][CH2:27][CH2:28][CH2:29]1.[s:3]1[c:4]([CH:8]=[C:9]2[C:10](=[O:18])[NH:11][c:12]3[cH:13][cH:14][cH:15][cH:16][c:17]32)[cH:5][cH:6][cH:7]1>>[s:3]1[c:4]([CH:8]=[C:9]2[C:10](=[O:18])[N:11]([C:23]3=[N:22][CH2:21][CH2:20][S:24]3)[c:12]3[cH:13][cH:14][cH:15][cH:16][c:17]32)[cH:5][cH:6][cH:7]1. Reactants: CC(=O)OC(C)=O, ClCCl, CC(C(O)CCc1ccccc1)[N+](=O)[O-], O=S(=O)(O)O. The product is CC(=O)OC(CCc1ccccc1)C(C)[N+](=O)[O-]. As a reaction SMILES: [CH3:21][C:22](=[O:23])[O:24][C:25](=[O:26])[CH3:27].[Cl:28][CH2:29][Cl:30].[N+:1](=[O:2])([O-:3])[CH:4]([CH:5]([CH2:6][CH2:7][c:8]1[cH:9][cH:10][cH:11][cH:12][cH:13]1)[OH:14])[CH3:15].[S:16](=[O:17])(=[O:18])([OH:19])[OH:20]>>[N+:1](=[O:2])([O-:3])[CH:4]([CH:5]([CH2:6][CH2:7][c:8]1[cH:9][cH:10][cH:11][cH:12][cH:13]1)[O:14][C:22]([CH3:21])=[O:23])[CH3:15]. The reactants are CC1([C@@H]([C@H]1C=C(C)C)C(=O)Cl)C ((1R)-trans-2,2-dimethyl-3-(2-methyl-1-propenyl)cyclopropanecarboxylic acid chloride), CC=1C(CC(C1CC)=C)O ((RS)-2-methyl-4-methylidene-3-ethylcyclopent-2-en-1-ol), N1=CC=CC=C1 (pyridine), C(CC(O)(C(=O)O)CC(=O)O)(=O)O (citric acid). Reagents/catalysts: C(C)(C)(C)C1=C(C(=CC(=C1)C)C(C)(C)C)O (2,6-di-t-butyl-4-methylphenol). Run in C1(=CC=CC=C1)C (toluene). Yields the product CC1([C@@H]([C@H]1C=C(C)C)C(=O)OC1C(=C(C(C1)=C)CC)C)C ((RS)-2-methyl-4-methylidene-3-ethyl-2-cyclopenten-1-yl (1R)-trans-2,2-dimethyl-3-(2-methyl-1-propenyl)cyclopropanecarboxylate). Yield: 90.0%. RXN SMILES: [CH3:1][C:2]1([CH3:12])[C@H:4]([CH:5]=[C:6]([CH3:8])[CH3:7])[C@H:3]1[C:9](Cl)=[O:10].[CH3:13][C:14]1[CH:15]([OH:22])[CH2:16][C:17](=[CH2:21])[C:18]=1[CH2:19][CH3:20].N1C=CC=CC=1.C(O)(=O)CC(CC(O)=O)(C(O)=O)O>C1(C)C=CC=CC=1.C(C1C=C(C)C=C(C(C)(C)C)C=1O)(C)(C)C>[CH3:1][C:2]1([CH3:12])[C@H:4]([CH:5]=[C:6]([CH3:8])[CH3:7])[C@H:3]1[C:9]([O:22][CH:15]1[CH2:16][C:17](=[CH2:21])[C:18]([CH2:19][CH3:20])=[C:14]1[CH3:13])=[O:10]. Procedure details: 540 mg of (1R)-trans-2,2-dimethyl-3-(2-methyl-1-propenyl)cyclopropanecarboxylic acid chloride was added under ice-water cooling to a mixed solution of 400 mg of (RS)-2-methyl-4-methylidene-3-ethylcyclopent-2-en-1-ol, 5 mg of 2,6-di-t-butyl-4-methylphenol and 274 mg of pyridine in 6 ml of toluene. The reaction was allowed to react at an ambient temperature for eight hours. The reaction solution was added to a 5% citric acid solution under ice-water cooling and extracted three times with diethyl e... The reactants are FC1=CC=C(C=O)C=C1 (4-fluorobenzaldehyde), N1CCCCC1 (piperidine), CC(=O)O (AcOH). Run in ClCCCl (DCE). Conditions: time 2 hour. Product: FC1=CC=C(CN2CCCCC2)C=C1 (1-(4-fluorobenzyl)piperidine). The yield is 93.4%. Reaction SMILES: [F:1][C:2]1[CH:9]=[CH:8][C:5]([CH:6]=O)=[CH:4][CH:3]=1.[NH:10]1[CH2:15][CH2:14][CH2:13][CH2:12][CH2:11]1.CC(O)=O>ClCCCl>[F:1][C:2]1[CH:9]=[CH:8][C:5]([CH2:6][N:10]2[CH2:15][CH2:14][CH2:13][CH2:12][CH2:11]2)=[CH:4][CH:3]=1. Reported procedure: To a stirred solution of 4-fluorobenzaldehyde (500 mg, 4.0 mmol) in DCE (3 ml) at RT was added piperidine (309 mg, 3.6 mmol) followed by AcOH (242 mg, 4.0 mmol). The solution was stirred at RT for 2 h, and then STAB (1.3 g, 6.05 mmol) was added in one portion. The resulting mixture was stirred at RT overnight and then quenched with saturated NaHCO3 (10 ml). The organic layer was separated, dried (Na2SO4), filtered and concentrated at reduced pressure. Purification by silica flash column chromato...